Task: describe an organic reaction: reactants, conditions, products, and yield. Dataset: the Open Reaction Database (ORD), a public repository of structured organic reaction records Reactants: CCO, O=[N+]([O-])c1ccc(CCCCCCO)cc1. Yields the product Nc1ccc(CCCCCCO)cc1. As a reaction SMILES: [CH3:17][CH2:18][OH:19].[N+:1]([O-:2])(=[O:3])[c:4]1[cH:5][cH:6][c:7]([CH2:10][CH2:11][CH2:12][CH2:13][CH2:14][CH2:15][OH:16])[cH:8][cH:9]1>>[NH2:1][c:4]1[cH:5][cH:6][c:7]([CH2:10][CH2:11][CH2:12][CH2:13][CH2:14][CH2:15][OH:16])[cH:8][cH:9]1. Reactants: C(C1=CC=CC=C1)SC[C@H](N)C(=O)O (S-benzylcysteine), [OH-].[Na+] (sodium hydroxide), C1(=CC=C(C=C1)N=C=S)C (p-tolylisothiocyanate). Product: CC1=CC=C(C=C1)N1C(NC(C1=O)CSCC1=CC=CC=C1)=S (3-(4-methylphenyl)-5-[[(phenylmethyl)thio]methyl]-2-thioxo-4-imidazolidinone). The yield is 111.7%. RXN SMILES: [CH2:1]([S:8][CH2:9][C@@H:10]([C:12]([OH:14])=O)[NH2:11])[C:2]1[CH:7]=[CH:6][CH:5]=[CH:4][CH:3]=1.[OH-].[Na+].[C:17]1([CH3:26])[CH:22]=[CH:21][C:20]([N:23]=[C:24]=[S:25])=[CH:19][CH:18]=1>>[CH3:26][C:17]1[CH:22]=[CH:21][C:20]([N:23]2[C:12](=[O:14])[CH:10]([CH2:9][S:8][CH2:1][C:2]3[CH:3]=[CH:4][CH:5]=[CH:6][CH:7]=3)[NH:11][C:24]2=[S:25])=[CH:19][CH:18]=1 |f:1.2|. Reported procedure: When 10 g of S-benzylcysteine (0.0473 mole), 1.89 g of sodium hydroxide (0.0473 mole) and 7.05 g of p-tolylisothiocyanate (0.0473 mole) was reacted according to the procedure outlined in the preparation of Example 2, 18.1 g of the crude thiourea was obtained and 14.3 g of pure title compound was obtained: RF on silica gel=approximately 0.33 [ethyl acetate-hexane (3:7)]. Starting materials: C(C)(C)(C)OC(=O)N1CCC2(CCN(C2=O)C2=C(C=C(C=C2)C2CCC(CC2)N2[C@H](CCC2)C)F)CC1 (2-{2-Fluoro-4-[4-((S)-2-methyl-pyrrolidin-1-yl)-cyclohexyl]-phenyl}-1-oxo-2,8-diaza-spiro[4.5]decane-8-carboxylic acid tert-butyl ester), Cl (HCl). The solvent is CO (methanol), O1CCOCC1 (dioxane). Reaction conditions: time 8 hour. Product: Cl.FC1=C(C=CC(=C1)C1CCC(CC1)N1[C@H](CCC1)C)N1C(C2(CC1)CCNCC2)=O (2-{2-Fluoro-4-[4-((S)-2-methyl-pyrrolidin-1-yl)-cyclohexyl]-phenyl}-2,8-diaza-spiro[4.5]decan-1-one hydrochloride). RXN SMILES: C(OC([N:8]1[CH2:37][CH2:36][C:11]2([C:15](=[O:16])[N:14]([C:17]3[CH:22]=[CH:21][C:20]([CH:23]4[CH2:28][CH2:27][CH:26]([N:29]5[CH2:33][CH2:32][CH2:31][C@@H:30]5[CH3:34])[CH2:25][CH2:24]4)=[CH:19][C:18]=3[F:35])[CH2:13][CH2:12]2)[CH2:10][CH2:9]1)=O)(C)(C)C.[ClH:38]>CO.O1CCOCC1>[ClH:38].[F:35][C:18]1[CH:19]=[C:20]([CH:23]2[CH2:28][CH2:27][CH:26]([N:29]3[CH2:33][CH2:32][CH2:31][C@@H:30]3[CH3:34])[CH2:25][CH2:24]2)[CH:21]=[CH:22][C:17]=1[N:14]1[CH2:13][CH2:12][C:11]2([CH2:10][CH2:9][NH:8][CH2:37][CH2:36]2)[C:15]1=[O:16] |f:4.5|. Reported procedure: 2-{2-Fluoro-4-[4-((S)-2-methyl-pyrrolidin-1-yl)-cyclohexyl]-phenyl}-1-oxo-2,8-diaza-spiro[4.5]decane-8-carboxylic acid tert-butyl ester was dissolved in 0.5 mL of methanol and cooled to ice-water bath. To this solution was added 0.5 mL of 4M HCl in dioxane (excess). The clear solution was stirred at r.t. overnight. The solvent was evaporated and the residue was further dried under reduced pressure to obtain the title compound as a gummy semi-solid. The reactants are ClCCl, O=S(=O)(Cl)c1ccc(F)c(Cl)c1, [NH4+], [OH-]. Yields the product NS(=O)(=O)c1ccc(F)c(Cl)c1. Reaction SMILES: [CH2:15]([Cl:16])[Cl:17].[Cl:1][c:2]1[cH:3][c:4]([S:9](=[O:10])(=[O:11])[Cl:12])[cH:5][cH:6][c:7]1[F:8].[NH4+:13].[OH-:14]>>[Cl:1][c:2]1[cH:3][c:4]([S:9](=[O:10])(=[O:11])[NH2:13])[cH:5][cH:6][c:7]1[F:8]. Reactants: [N+](=O)([O-])C=1C=CC(=C(C1)NC(C)=O)OCCN1CCCC1 (N-(5-nitro-2-(2-(pyrrolidin-1-yl)ethoxy)phenyl)acetamide). Reagents/catalysts: [Pd] (Pd/C). Solvent: CCO (EtOH). Conditions: time 3 hour. Product: NC=1C=CC(=C(C1)NC(C)=O)OCCN1CCCC1 (N-(5-amino-2-(2-(pyrrolidin-1-yl)ethoxy)phenyl)acetamide). Yield: 98.4%. As a reaction SMILES: [N+:1]([C:4]1[CH:5]=[CH:6][C:7]([O:14][CH2:15][CH2:16][N:17]2[CH2:21][CH2:20][CH2:19][CH2:18]2)=[C:8]([NH:10][C:11](=[O:13])[CH3:12])[CH:9]=1)([O-])=O>CCO.[Pd]>[NH2:1][C:4]1[CH:5]=[CH:6][C:7]([O:14][CH2:15][CH2:16][N:17]2[CH2:21][CH2:20][CH2:19][CH2:18]2)=[C:8]([NH:10][C:11](=[O:13])[CH3:12])[CH:9]=1. Procedure: To a solution of N-(5-nitro-2-(2-(pyrrolidin-1-yl)ethoxy)phenyl)acetamide (430 mg) in EtOH (10 mL) was added Pd/C (200 mg) and was charged with H2 (1 atm). After stirring for 3 h, Pd/C was removed by filtration and the filtrate was concentrated to give N-(5-amino-2-(2-(pyrrolidin-1-yl)ethoxy)phenyl)acetamide (380 mg). The reactants are BrC1=CC2=C(N(C(=N2)CCN2CCN(CC2)CC2=CC=CC=C2)C)C2=CC=CC=C12 (5-Bromo-2-[2-(4-benzyl-1-piperazinyl)ethyl]-1-methyl-1H-naphth[1,2-d]imidazole), [OH-].[Na+] (NaOH), [H][H] (hydrogen). The reagents and catalysts are [Pd] (Pd-C). Solvent: O1CCCC1 (tetrahydrofuran). Yields the product CN1C(=NC2=C1C1=CC=CC=C1C=C2)CCN2CCC(CC2)C2=CC=CC=C2 (1-Methyl-2-[2-(4-phenyl-1-piperidinyl)ethyl]-1H-naphth[1,2-d]imidazole). Reaction SMILES: Br[C:2]1[C:30]2[C:25](=[CH:26][CH:27]=[CH:28][CH:29]=2)[C:5]2[N:6]([CH3:24])[C:7]([CH2:9][CH2:10][N:11]3[CH2:16][CH2:15]N(CC4C=CC=CC=4)[CH2:13][CH2:12]3)=[N:8][C:4]=2[CH:3]=1.[OH-].[Na+].[H][H]>[Pd].O1CCCC1>[CH3:24][N:6]1[C:5]2[C:25]3[C:30]([CH:2]=[CH:3][C:4]=2[N:8]=[C:7]1[CH2:9][CH2:10][N:11]1[CH2:12][CH2:13][CH:26]([C:25]2[CH:30]=[CH:2][CH:3]=[CH:4][CH:5]=2)[CH2:15][CH2:16]1)=[CH:29][CH:28]=[CH:27][CH:26]=3 |f:1.2|. Reported procedure: A mixture of 8.32 g (0.0185 mole) of the compound of Example 16, 0.9 g of 10% Pd-C catalyst, and 150 cc of tetrahydrofuran containing 20 cc of 1M NaOH is shaken in a Paar hydrogenator under about 5.4 atm. of hydrogen pressure until hydrogenolysis is completed. The catalyst is filtered and the mother liquor is concentrated to remove the solvent. The residue is taken up with methylene chloride, and washed with water. Upon evaporating the solvent, 6.1 g of a crude product are obtained which is recr... Starting materials: 40, Cl.C1(=CC=CC=C1)CN1CCC(CC1)CC(OCC)=N (O-ethyl 1-(phenylmethyl)-4-piperidineethanimidate hydrochloride), 116.5, Cl.C1(=CC=CC=C1)CN1CCC(CC1)CC(OCC)=N (O-ethyl 1-(phenylmethyl)-4-piperidineethanimidate hydrochloride), CC1=CC=C(C=C1)CNC=1C(=CC=CC1)N (N1 -[(4-methylphenyl)methyl]-1,2-benzenediamine). Yield: 63.0%. Run in CO (methanol). Run at time 4 hour. RXN SMILES: Cl.[C:2]1([CH2:8][N:9]2[CH2:14][CH2:13][CH:12]([CH2:15][C:16](=[NH:20])OCC)[CH2:11][CH2:10]2)[CH:7]=[CH:6][CH:5]=[CH:4][CH:3]=1.[CH3:21][C:22]1[CH:27]=[CH:26][C:25]([CH2:28][NH:29][C:30]2[C:31](N)=[CH:32][CH:33]=[CH:34][CH:35]=2)=[CH:24][CH:23]=1>CO>[CH3:21][C:22]1[CH:23]=[CH:24][C:25]([CH2:28][N:29]2[C:30]3[CH:31]=[CH:32][CH:33]=[CH:34][C:35]=3[N:20]=[C:16]2[CH2:15][CH:12]2[CH2:11][CH2:10][N:9]([CH2:8][C:2]3[CH:3]=[CH:4][CH:5]=[CH:6][CH:7]=3)[CH2:14][CH2:13]2)=[CH:26][CH:27]=1 |f:0.1|. Yields the product 74.5, CC1=CC=C(C=C1)CN1C(=NC2=C1C=CC=C2)CC2CCN(CC2)CC2=CC=CC=C2 (1-[(4-methylphenyl)methyl]-2-[[1-(phenylmethyl)-4-piperidinyl]methyl]-1H-benzimidazole). Procedure details: A mixture of 116.5 parts of O-ethyl 1-(phenylmethyl)-4-piperidineethanimidate hydrochloride, 61.5 parts of N1 -[(4-methylphenyl)methyl]-1,2-benzenediamine and 400 parts of methanol was stirred and refluxed overnight. Another portion of 40 parts of O-ethyl 1-(phenylmethyl)-4-piperidineethanimidate hydrochloride was added and stirring was continued for 4 hours at reflux. The reaction mixture was evaporated. Water was added to the residue. The solution was treated with ammonium hydroxide. The produ... The reactants are C(#N)C=1C=C2C(=NC1)NC(=C2C)C (5-cyano-2,3-dimethyl-pyrrolo [2,3-b]pyridine), C(C(=O)C1=CC=CC=C1)Cl (phenacyl chloride), C(=O)([O-])[O-].[Na+].[Na+] (Na2CO3). Solvent: CC#N (CH3CN). Product: C(#N)C=1C=C2C(N(C1)CC(=O)C1=CC=CC=C1)=NC(=C2C)C (5-Cyano-2,3-dimethyl-7-phenacyl pyrrolo[2,3-b]pyridine). Yield: 23.5%. Reaction SMILES: [C:1]([C:3]1[CH:4]=[C:5]2[C:11]([CH3:12])=[C:10]([CH3:13])[NH:9][C:6]2=[N:7][CH:8]=1)#[N:2].[CH2:14](Cl)[C:15]([C:17]1[CH:22]=[CH:21][CH:20]=[CH:19][CH:18]=1)=[O:16].C([O-])([O-])=O.[Na+].[Na+]>CC#N>[C:1]([C:3]1[CH:4]=[C:5]2[C:11]([CH3:12])=[C:10]([CH3:13])[N:9]=[C:6]2[N:7]([CH2:14][C:15]([C:17]2[CH:22]=[CH:21][CH:20]=[CH:19][CH:18]=2)=[O:16])[CH:8]=1)#[N:2] |f:2.3.4|. Procedure details: A mixture of 5-cyano-2,3-dimethyl-pyrrolo [2,3-b]pyridine (77 mg, 0.5 mmol ) and phenacyl chloride (650 mg, 4.2 mmol ) in 12 ml CH3CN was refluxed for 62 h. The mixture was basified with a saturated Na2CO3 solution and extracted with CH2Cl2. The organic layer was dried over MgSO4 and evaporated. The residue was chromatographed (silica, CH2Cl2 /diethyl ether;7/3) yielding 34 mg (26%) pure title compound. Reactants: N1(CCNCC1)C=1C2=C(N=C(N1)N)SC(=N2)C2=CC=C(C=C2)C (7-(piperazin-1-yl)-2-p-tolylthiazolo[5,4-d]pyrimidin-5-amine), COC1=CC=C(OCC(=O)O)C=C1 (4-methoxyphenoxyacetic acid). Product: NC=1N=C(C2=C(N1)SC(=N2)C2=CC=C(C=C2)C)N2CCN(CC2)C(COC2=CC=C(C=C2)OC)=O (1-(4-(5-amino-2-p-tolylthiazolo[5,4-d]pyrimidin-7-yl)piperazin-1-yl)-2-(4-methoxyphenoxy)ethanone). Yield: 41.0%. RXN SMILES: [N:1]1([C:7]2[C:8]3[N:16]=[C:15]([C:17]4[CH:22]=[CH:21][C:20]([CH3:23])=[CH:19][CH:18]=4)[S:14][C:9]=3[N:10]=[C:11]([NH2:13])[N:12]=2)[CH2:6][CH2:5][NH:4][CH2:3][CH2:2]1.[CH3:24][O:25][C:26]1[CH:36]=[CH:35][C:29]([O:30][CH2:31][C:32](O)=[O:33])=[CH:28][CH:27]=1>>[NH2:13][C:11]1[N:12]=[C:7]([N:1]2[CH2:2][CH2:3][N:4]([C:32](=[O:33])[CH2:31][O:30][C:29]3[CH:35]=[CH:36][C:26]([O:25][CH3:24])=[CH:27][CH:28]=3)[CH2:5][CH2:6]2)[C:8]2[N:16]=[C:15]([C:17]3[CH:22]=[CH:21][C:20]([CH3:23])=[CH:19][CH:18]=3)[S:14][C:9]=2[N:10]=1. Procedure: This compound was prepared from 7-(piperazin-1-yl)-2-p-tolylthiazolo[5,4-d]pyrimidin-5-amine using 4-methoxyphenoxyacetic acid in a yield of 41%, according to the procedure for the synthesis of example 50.